From a dataset of the Open Reaction Database (ORD), a public repository of structured organic reaction records. describe an organic reaction: reactants, conditions, products, and yield Reaction SMILES: [Br:24][c:25]1[cH:26][cH:27][c:28]([CH2:29][N:30]2[CH2:31][CH:32]([OH:35])[CH2:33][CH2:34]2)[cH:36][cH:37]1.[CH3:38][OH:39].[CH3:40][CH2:41][O:42][C:43]([CH3:44])=[O:45].[CH3:46][c:47]1[cH:48][cH:49][cH:50][cH:51][cH:52]1.[Cl:1][c:2]1[c:3]2[c:4]([n:5][cH:6][cH:7]1)[cH:8][c:9]([Sn:11]([CH2:12][CH2:13][CH2:14][CH3:15])([CH2:16][CH2:17][CH2:18][CH3:19])[CH2:20][CH2:21][CH2:22][CH3:23])[s:10]2.[cH:53]1[cH:54][cH:55][c:56]([P:57]([Pd:58]([P:59]([c:60]2[cH:61][cH:62][cH:63][cH:64][cH:65]2)([c:66]2[cH:67][cH:68][cH:69][cH:70][cH:71]2)[c:72]2[cH:73][cH:74][cH:75][cH:76][cH:77]2)([P:78]([c:79]2[cH:80][cH:81][cH:82][cH:83][cH:84]2)([c:85]2[cH:86][cH:87][cH:88][cH:89][cH:90]2)[c:91]2[cH:92][cH:93][cH:94][cH:95][cH:96]2)[P:97]([c:98]2[cH:99][cH:100][cH:101][cH:102][cH:103]2)([c:104]2[cH:105][cH:106][cH:107][cH:108][cH:109]2)[c:110]2[cH:111][cH:112][cH:113][cH:114][cH:115]2)([c:116]2[cH:117][cH:118][cH:119][cH:120][cH:121]2)[c:122]2[cH:123][cH:124][cH:125][cH:126][cH:127]2)[cH:128][cH:129]1>>[Cl:1][c:2]1[c:3]2[c:4]([n:5][cH:6][cH:7]1)[cH:8][c:9](-[c:25]1[cH:26][cH:27][c:28]([CH2:29][N:30]3[CH2:31][CH:32]([OH:35])[CH2:33][CH2:34]3)[cH:36][cH:37]1)[s:10]2. Reactants: OC1CCN(Cc2ccc(Br)cc2)C1, CO, CCOC(C)=O, Cc1ccccc1, CCCC[Sn](CCCC)(CCCC)c1cc2nccc(Cl)c2s1, c1ccc(P(c2ccccc2)(c2ccccc2)[Pd](P(c2ccccc2)(c2ccccc2)c2ccccc2)(P(c2ccccc2)(c2ccccc2)c2ccccc2)P(c2ccccc2)(c2ccccc2)c2ccccc2)cc1. The product is OC1CCN(Cc2ccc(-c3cc4nccc(Cl)c4s3)cc2)C1. As a reaction SMILES: [F:1][C:2]1[C:7]([F:8])=[C:6]([O:9][CH2:10][C@H:11]2[CH2:16][CH2:15][C@H:14]([C@H:17]3[CH2:22][CH2:21][C@H:20]([CH:23]=[CH2:24])[CH2:19][CH2:18]3)[CH2:13][CH2:12]2)[CH:5]=[CH:4][C:3]=1[OH:25].[CH2:26]([C@H:28]1[CH2:33][CH2:32][C@H:31]([CH2:34]Br)[CH2:30][CH2:29]1)[CH3:27].P([O-])([O-])([O-])=O.[K+].[K+].[K+].O>COCCOC.C1(C)C=CC=CC=1>[F:1][C:2]1[C:7]([F:8])=[C:6]([O:9][CH2:10][C@H:11]2[CH2:12][CH2:13][C@H:14]([C@H:17]3[CH2:22][CH2:21][C@H:20]([CH:23]=[CH2:24])[CH2:19][CH2:18]3)[CH2:15][CH2:16]2)[CH:5]=[CH:4][C:3]=1[O:25][CH2:34][C@H:31]1[CH2:32][CH2:33][C@H:28]([CH2:26][CH3:27])[CH2:29][CH2:30]1 |f:2.3.4.5|. The product is FC1=C(C=CC(=C1F)OC[C@@H]1CC[C@H](CC1)[C@@H]1CC[C@H](CC1)C=C)OC[C@@H]1CC[C@H](CC1)CC (2,3-difluoro-1-(trans-4-ethylcyclohexyl)methoxy-4-(trans-4-(trans-4-vinylcyclohexyl)cyclohexyl)methoxybenzene). Procedure details: 6.5 g of 2,3-difluoro-4-(trans-4-(trans-4-vinylcyclohexyl)cyclohexyl)methoxyphenol was dissolved in 35 mL of DME, and 4.9 g of (trans-4-ethylcyclohexyl)methyl bromide and 6.4 g of tripotassium phosphate were added thereto, and then stirred for 2 hours at 80 to 100° C. Water and toluene were added thereto, and the organic layer was fractioned. The resultant product was washed with saturated saline, and then dried over anhydrous magnesium sulfate. The solvent was evaporated under reduced pressure.... Run in C1(=CC=CC=C1)C (toluene), COCCOC (DME). The reactants are O (Water), C(C)[C@@H]1CC[C@H](CC1)CBr ((trans-4-ethylcyclohexyl)methyl bromide), P(=O)([O-])([O-])[O-].[K+].[K+].[K+] (tripotassium phosphate), FC1=C(C=CC(=C1F)OC[C@@H]1CC[C@H](CC1)[C@@H]1CC[C@H](CC1)C=C)O (2,3-difluoro-4-(trans-4-(trans-4-vinylcyclohexyl)cyclohexyl)methoxyphenol). The yield is 43.2%. Run at temperature 90 celsius, time 2 hour. Reactants: C(C)(=O)N([C@@H]1C[C@@H](N(C2=CC=CC=C12)C(=O)C1=CC=C(OCCC(C(=O)OC)(C)C)C=C1)C)C1=C(C=C(C=C1)Cl)C (Methyl 4-(4-{[(2S,4R)-4-[acetyl(4-chloro-2-methylphenyl)amino]-2-methyl-3,4-dihydroquinolin-1(2H)-yl]carbonyl}phenoxy)-2,2-dimethylbutanoate), [OH-].[Na+] (sodium hydroxide). Solvent: CO.O1CCCC1 (methanol tetrahydrofuran), O (water). Run at temperature 40 celsius. Product: C(C)(=O)N([C@@H]1C[C@@H](N(C2=CC=CC=C12)C(=O)C1=CC=C(OCCC(C(=O)O)(C)C)C=C1)C)C1=C(C=C(C=C1)Cl)C (4-(4-{[(2S,4R)-4-[acetyl(4-chloro-2-methylphenyl)amino]-2-methyl-3,4-dihydroquinolin-1(2H)-yl]carbonyl}phenoxy)-2,2-dimethylbutanoic acid). Isolated yield 88.8%. As a reaction SMILES: [C:1]([N:4]([C:34]1[CH:39]=[CH:38][C:37]([Cl:40])=[CH:36][C:35]=1[CH3:41])[C@H:5]1[C:14]2[C:9](=[CH:10][CH:11]=[CH:12][CH:13]=2)[N:8]([C:15]([C:17]2[CH:32]=[CH:31][C:20]([O:21][CH2:22][CH2:23][C:24]([CH3:30])([CH3:29])[C:25]([O:27]C)=[O:26])=[CH:19][CH:18]=2)=[O:16])[C@@H:7]([CH3:33])[CH2:6]1)(=[O:3])[CH3:2].[OH-].[Na+]>CO.O1CCCC1.O>[C:1]([N:4]([C:34]1[CH:39]=[CH:38][C:37]([Cl:40])=[CH:36][C:35]=1[CH3:41])[C@H:5]1[C:14]2[C:9](=[CH:10][CH:11]=[CH:12][CH:13]=2)[N:8]([C:15]([C:17]2[CH:32]=[CH:31][C:20]([O:21][CH2:22][CH2:23][C:24]([CH3:29])([CH3:30])[C:25]([OH:27])=[O:26])=[CH:19][CH:18]=2)=[O:16])[C@@H:7]([CH3:33])[CH2:6]1)(=[O:3])[CH3:2] |f:1.2,3.4|. Procedure: Methyl 4-(4-{[(2S,4R)-4-[acetyl(4-chloro-2-methylphenyl)amino]-2-methyl-3,4-dihydroquinolin-1(2H)-yl]carbonyl}phenoxy)-2,2-dimethylbutanoate (60 mg, 0.10 mmol, 1 equ.) was dissolved in methanol/tetrahydrofuran (2/1) (0.8 ml). A solution of sodium hydroxide (12 mg, 0.30 mmol, 3 eq.) in water (0.3 ml) was added and reaction mixture heated to 40° C. for 2 h. The mixture was concentrated and the residue was acidified with a 1N HCl aqueous solution and extracted with ethyl acetate. The organic layer ... Reactants: CC(C)(C)OC(=O)NC(CC1CCCCC1)C(=O)O, COCCO[Al+]OCCOC, Cc1ccccc1, [H-], [H-], [Na+]. Yields the product CC(C)(C)OC(=O)NC(CO)CC1CCCCC1. As a reaction SMILES: [C:1]([CH3:2])([CH3:3])([CH3:4])[O:5][C:6](=[O:7])[NH:8][CH:9]([C:10](=[O:11])[OH:12])[CH2:13][CH:14]1[CH2:15][CH2:16][CH2:17][CH2:18][CH2:19]1.[CH3:21][O:22][CH2:23][CH2:24][O:25][Al+:26][O:27][CH2:28][CH2:29][O:30][CH3:31].[CH3:34][c:35]1[cH:36][cH:37][cH:38][cH:39][cH:40]1.[H-:20].[H-:33].[Na+:32]>>[C:1]([CH3:2])([CH3:3])([CH3:4])[O:5][C:6](=[O:7])[NH:8][CH:9]([CH2:10][OH:11])[CH2:13][CH:14]1[CH2:15][CH2:16][CH2:17][CH2:18][CH2:19]1. Run in CC(=O)C (acetone). The yield is 91.0%. Procedure: Preparation of 3-(3,4-difluorophenyl)-N—((S)-3,3-dimethyl-1-(methylamino)-1-oxobutan-2-yl)-5-hydroxy-4,5,6,7-tetrahydro-1H-indazole-1-carboxamide (67) A mixture of compound 63 (0.91 g) and p-toluenesulfonic acid (1.3 g) was heated in acetone and water at 50° C. until starting material was consumed. After evaporation of acetone, the residue was extracted between EtOAc and saturated sodium bicarbonate. The organic phase was dried over sodium sulfate and evaporated to dryness. The crude product was... The product is FC=1C=C(C=CC1F)C1=NN(C=2CCC(CC12)=O)C(=O)N[C@H](C(=O)NC)C(C)(C)C ((S)-3-(3,4-difluorophenyl)-N-(3,3-dimethyl-1-(methylamino)-1-oxobutan-2-yl)-5-oxo-4,5,6,7-tetrahydro-1H-indazole-1-carboxamide). As a reaction SMILES: [F:1][C:2]1[CH:3]=[C:4]([C:9]2[C:17]3[CH2:16][CH:15]([OH:18])[CH2:14][CH2:13][C:12]=3[N:11]([C:19]([NH:21][C@@H:22]([C:27]([CH3:30])([CH3:29])[CH3:28])[C:23]([NH:25][CH3:26])=[O:24])=[O:20])[N:10]=2)[CH:5]=[CH:6][C:7]=1[F:8].FC1C=C(C2C3CC4(OCCO4)CCC=3N(C(N[C@@H](C(C)(C)C)C(NC)=O)=O)N=2)C=CC=1F.C1(C)C=CC(S(O)(=O)=O)=CC=1.O>CC(C)=O>[F:1][C:2]1[CH:3]=[C:4]([C:9]2[C:17]3[CH2:16][C:15](=[O:18])[CH2:14][CH2:13][C:12]=3[N:11]([C:19]([NH:21][C@@H:22]([C:27]([CH3:30])([CH3:29])[CH3:28])[C:23]([NH:25][CH3:26])=[O:24])=[O:20])[N:10]=2)[CH:5]=[CH:6][C:7]=1[F:8]. Starting materials: FC=1C=C(C=CC1F)C1=NN(C=2CCC(CC12)O)C(=O)N[C@H](C(=O)NC)C(C)(C)C (3-(3,4-difluorophenyl)-N—((S)-3,3-dimethyl-1-(methylamino)-1-oxobutan-2-yl)-5-hydroxy-4,5,6,7-tetrahydro-1H-indazole-1-carboxamide), O (water), FC=1C=C(C=CC1F)C1=NN(C=2CCC3(CC12)OCCO3)C(=O)N[C@H](C(=O)NC)C(C)(C)C ((S)-3′-(3,4-difluorophenyl)-N-(3,3-dimethyl-1-(methylamino)-1-oxobutan-2-yl)-6′,7′-dihydrospiro[[1,3]dioxolane-2,5′-indazole]-1′(4′H)-carboxamide), C1(=CC=C(C=C1)S(=O)(=O)O)C (p-toluenesulfonic acid). Starting materials: CCO, [H][H], O=[N+]([O-])c1cnccc1N1CCCCC1. Yields the product Nc1cnccc1N1CCCCC1. Reaction SMILES: [CH3:18][CH2:19][OH:20].[H:16][H:17].[N+:1]([O-:2])(=[O:3])[c:4]1[cH:5][n:6][cH:7][cH:8][c:9]1[N:10]1[CH2:11][CH2:12][CH2:13][CH2:14][CH2:15]1>>[NH2:1][c:4]1[cH:5][n:6][cH:7][cH:8][c:9]1[N:10]1[CH2:11][CH2:12][CH2:13][CH2:14][CH2:15]1. Reactants: CS(=O)(=O)O (Methanesulfonic acid), C(=O)(OC(C)(C)C)N1CCC(CC1)(C(=O)OCC)C1(CCOCC1)O (Ethyl 1-BOC4-(4-hydroxy-4-tetrahydropyranyl)-4-piperidinecarboxylate), [OH-].[Na+] (NaOH). Run in O (Water). Run at temperature 60 celsius, time 8 hour. Product: O1CC=C(CC1)C1(CCNCC1)C(=O)OCC (Ethyl 4-(5,6-dihydro-2H-4-pyranyl)-4-piperidinecarboxylate). Yield: 65.7%. Reaction SMILES: CS(O)(=O)=O.C([N:13]1[CH2:18][CH2:17][C:16]([C:24]2(O)[CH2:29][CH2:28][O:27][CH2:26][CH2:25]2)([C:19]([O:21][CH2:22][CH3:23])=[O:20])[CH2:15][CH2:14]1)(OC(C)(C)C)=O.[OH-].[Na+]>O>[O:27]1[CH2:28][CH2:29][C:24]([C:16]2([C:19]([O:21][CH2:22][CH3:23])=[O:20])[CH2:15][CH2:14][NH:13][CH2:18][CH2:17]2)=[CH:25][CH2:26]1 |f:2.3|. Reported procedure: Methanesulfonic acid (1.48 gm; 15.4 mmol) was add to the alcohol of Step A (1.07 gm; 2.99 mmol) in TMF at 0° C. The reaction mixture was then warmed to 60° C. and stirred overnight. Water was added and 1N NaOH was added until mixture turned to basic. The aqueous layer was extracted with ethyl acetate (3×100 mL). The organic layer was washed with brine and then dried over magnesium sulfate, filtered and then concentrated to give 0.47 gm of the title compound. The reactants are CCN(CC)C(=O)Oc1nc(C)c2cc(OC)c(OC)cc2c1[N+](=O)[O-], CO. The product is CCN(CC)C(=O)Oc1nc(C)c2cc(OC)c(OC)cc2c1N. RXN SMILES: [CH2:1]([CH3:2])[N:3]([C:4](=[O:5])[O:6][c:7]1[n:8][c:9]([CH3:24])[c:10]2[cH:11][c:12]([O:22][CH3:23])[c:13]([O:20][CH3:21])[cH:14][c:15]2[c:16]1[N+:17]([O-:18])=[O:19])[CH2:25][CH3:26].[CH3:27][OH:28]>>[CH2:1]([CH3:2])[N:3]([C:4](=[O:5])[O:6][c:7]1[n:8][c:9]([CH3:24])[c:10]2[cH:11][c:12]([O:22][CH3:23])[c:13]([O:20][CH3:21])[cH:14][c:15]2[c:16]1[NH2:17])[CH2:25][CH3:26].